This data is from the Open Reaction Database (ORD), a public repository of structured organic reaction records. The task is: describe an organic reaction: reactants, conditions, products, and yield As a reaction SMILES: [C:33](=[O:34])([O-:35])[O-:36].[CH3:39][O:40][CH2:41][CH2:42][O:43][CH2:44][CH2:45][O:46][CH3:47].[CH3:48][CH2:49][O:50][C:51]([CH3:52])=[O:53].[CH3:56][c:57]1[cH:58][cH:59][cH:60][cH:61][cH:62]1.[Cs+:37].[Cs+:38].[Cu:54][I:55].[I:1][c:2]1[cH:3][c:4]([O:12][CH:13]([CH3:14])[CH3:15])[cH:5][c:6]([O:8][CH:9]([CH3:10])[CH3:11])[cH:7]1.[OH:16][CH2:17][CH:18]1[C:19]([OH:31])([CH3:32])[CH2:20][CH2:21][CH:22]2[C:23]([CH3:29])([CH3:30])[CH2:24][CH2:25][CH2:26][C:27]12[CH3:28]>>[c:2]1([O:16][CH2:17][CH:18]2[C:19]([OH:31])([CH3:32])[CH2:20][CH2:21][CH:22]3[C:23]([CH3:29])([CH3:30])[CH2:24][CH2:25][CH2:26][C:27]23[CH3:28])[cH:3][c:4]([O:12][CH:13]([CH3:14])[CH3:15])[cH:5][c:6]([O:8][CH:9]([CH3:10])[CH3:11])[cH:7]1. The reactants are O=C([O-])[O-], COCCOCCOC, CCOC(C)=O, Cc1ccccc1, [Cs+], [Cs+], [Cu]I, CC(C)Oc1cc(I)cc(OC(C)C)c1, CC1(C)CCCC2(C)C1CCC(C)(O)C2CO. The product is CC(C)Oc1cc(OCC2C(C)(O)CCC3C(C)(C)CCCC32C)cc(OC(C)C)c1. The reactants are BrC=1C=C2CC(NC2=CC1)=O (5-bromo-1,3-dihydro-2H-indol-2-one), BrC=1C=C2CC(NC2=CC1)=O (5-bromo-1,3-dihydro-2H-indol-2-one), N1C(=CC=C1)C=O (pyrrole-2-carboxaldehyde). Run in CC(C)O (2-propanol). Run at temperature 23 celsius. The product is BrC=1C=C2/C(/C(NC2=CC1)=O)=C/C=1NC=CC1 ((Z)-5-bromo-1,3-dihydro-3-[(1H-pyrrol-2-yl)methylene]-2H-indol-2-one). Reaction SMILES: [Br:1][C:2]1[CH:3]=[C:4]2[C:8](=[CH:9][CH:10]=1)[NH:7][C:6](=[O:11])[CH2:5]2.[NH:12]1[CH:16]=[CH:15][CH:14]=[C:13]1[CH:17]=O>CC(O)C>[Br:1][C:2]1[CH:3]=[C:4]2[C:8](=[CH:9][CH:10]=1)[NH:7][C:6](=[O:11])/[C:5]/2=[CH:17]\[C:13]1[NH:12][CH:16]=[CH:15][CH:14]=1. Procedure: A mixture of 5-bromo-1,3-dihydro-2H-indol-2-one (3.10 g, 14.62 mmol) (Starting Material 6) and pyrrole-2-carboxaldehyde (1.46 g, 15.35 mmol) (Aldrich) in 2-propanol (73 mL) was treated with 10-12 drops of piperidne. The reaction mixture was heated at reflux for 20 h and then allowed to cool to 23° C., at which time, the reaction mixture was filtered. The resulting solid was washed well with hexanes, followed by petroleum ether, and then allowed to air dry to provide pure (Z)-5-bromo-1,3-dihydro-... Starting materials: Cc1ccccc1, CCOC(=O)C(CCc1ccccc1)CNC, O=C(Cl)Cl. The product is CCOC(=O)C(CCc1ccccc1)CN(C)C(=O)Cl. Reaction SMILES: [CH3:22][c:23]1[cH:24][cH:25][cH:26][cH:27][cH:28]1.[CH3:5][NH:6][CH2:7][CH:8]([C:9](=[O:10])[O:11][CH2:12][CH3:13])[CH2:14][CH2:15][c:16]1[cH:17][cH:18][cH:19][cH:20][cH:21]1.[Cl:1][C:2]([Cl:3])=[O:4]>>[Cl:1][C:2](=[O:4])[N:6]([CH3:5])[CH2:7][CH:8]([C:9](=[O:10])[O:11][CH2:12][CH3:13])[CH2:14][CH2:15][c:16]1[cH:17][cH:18][cH:19][cH:20][cH:21]1.